From a dataset of the Open Reaction Database (ORD), a public repository of structured organic reaction records. describe an organic reaction: reactants, conditions, products, and yield Starting materials: ClC=1C=CN2C(C(=CC(=C2C1)CC)C(=O)OCC)=O (Ethyl 8-chloro-1-ethyl-4H-quinolizin-4-one-3-carboxylate), product, resultant solution, CN1CCNCC1 (N-methylpiperazine). The solvent is N1=CC=CC=C1 (pyridine). Run at temperature 85 celsius. Yields the product C(C)C=1C=C(C(N2C=CC(=CC12)N1CCN(CC1)C)=O)C(=O)OCC (Ethyl 1-ethyl-8-(4-methylpiperazin-1-yl)-4H-quinolizin-4-one-3-carboxylate). Yield: 99.9%. RXN SMILES: Cl[C:2]1[CH:3]=[CH:4][N:5]2[C:10]([CH:11]=1)=[C:9]([CH2:12][CH3:13])[CH:8]=[C:7]([C:14]([O:16][CH2:17][CH3:18])=[O:15])[C:6]2=[O:19].[CH3:20][N:21]1[CH2:26][CH2:25][NH:24][CH2:23][CH2:22]1>N1C=CC=CC=1>[CH2:12]([C:9]1[CH:8]=[C:7]([C:14]([O:16][CH2:17][CH3:18])=[O:15])[C:6](=[O:19])[N:5]2[C:10]=1[CH:11]=[C:2]([N:24]1[CH2:25][CH2:26][N:21]([CH3:20])[CH2:22][CH2:23]1)[CH:3]=[CH:4]2)[CH3:13]. Reported procedure: Ethyl 8-chloro-1-ethyl-4H-quinolizin-4-one-3-carboxylate (279 mg, 1.0 mmol), the product of Step 3 of Example 62, was dissolved in 5 mL of dry pyridine under a nitrogen atmosphere. To the resultant solution was added 2 mL (2.0 mmol) of N-methylpiperazine and the stirred reaction mixture was heated at 85° C. for 2.5 hours. The reaction mixture was allowed to cool to ambient temperature and then concentrated in vacuo in order to remove all of the pyridine. The residue was dissolved in 50 mL of met...